This data is from the Open Reaction Database (ORD), a public repository of structured organic reaction records. The task is: describe an organic reaction: reactants, conditions, products, and yield The reactants are COC(=O)C=1SC(=CC1[N+](=O)[O-])CCC(C)(C)O (5-(3-Hydroxy-3-methylbutyl)-3-nitrothiophene-2-carboxylic acid methyl ester), COC(OC)N(C)C (dimethoxymethyldimethylamine). The product is COC(=O)C=1SC(=CC1N=CN(C)C)CCC(C)(C)O (3-(Dimethylaminomethyleneamino)-5-(3-hydroxy-3-methylbutyl)thiophene-2-carboxylic acid methyl ester). Reaction SMILES: [CH3:1][O:2][C:3]([C:5]1[S:6][C:7]([CH2:13][CH2:14][C:15]([OH:18])([CH3:17])[CH3:16])=[CH:8][C:9]=1[N+:10]([O-])=O)=[O:4].CO[CH:21]([N:24]([CH3:26])[CH3:25])OC>>[CH3:1][O:2][C:3]([C:5]1[S:6][C:7]([CH2:13][CH2:14][C:15]([OH:18])([CH3:17])[CH3:16])=[CH:8][C:9]=1[N:10]=[CH:21][N:24]([CH3:26])[CH3:25])=[O:4]. Reported procedure: 5-(3-Hydroxy-3-methylbutyl)-3-nitrothiophene-2-carboxylic acid methyl ester was reacted with dimethoxymethyldimethylamine by method B. The product with the molecular weight of 298.41 (C14H22N2O3S) was obtained in this way; MS (ESI): 299.1 (M+H+). Reactants: CC(=O)OC(C)=O, CN(C)CN(C)C, COc1ccc(C(=O)Cc2ccc(Br)cc2)c(Cl)c1Cl. The product is C=C(C(=O)c1ccc(OC)c(Cl)c1Cl)c1ccc(Br)cc1. Reaction SMILES: [CH3:21][C:22]([O:23][C:24](=[O:25])[CH3:26])=[O:27].[CH3:28][N:29]([CH2:30][N:31]([CH3:32])[CH3:33])[CH3:34].[Cl:1][c:2]1[c:3]([O:19][CH3:20])[cH:4][cH:5][c:6]([C:9]([CH2:10][c:11]2[cH:12][cH:13][c:14]([Br:17])[cH:15][cH:16]2)=[O:18])[c:7]1[Cl:8]>>[Cl:1][c:2]1[c:3]([O:19][CH3:20])[cH:4][cH:5][c:6]([C:9]([C:10]([c:11]2[cH:12][cH:13][c:14]([Br:17])[cH:15][cH:16]2)=[CH2:21])=[O:18])[c:7]1[Cl:8]. The reactants are [NH4+].[Cl-] (NH4Cl), N1C=NC=C1 (imidazole), CC(C)(C)[Si](C)(C)Cl (TBDMS-Cl), C(C)(C)(C)[SiH2]OC(C=1C=C(C=O)C=CC1Cl)(C)C (3-(tert-butyl-dimethyl-silanyloxymethyl)-4-chloro-benzaldehyde), C(C)(=O)[O-].[NH4+] (ammonium acetate), [N+](=O)([O-])C (nitromethane). The solvent is CC(=O)O (AcOH). Reaction conditions: time 2 hour. The product is C(C)(C)(C)[Si](C)(C)OCC1=C(C=CC(=C1)C=C[N+](=O)[O-])Cl (tert-Butyl-[2-chloro-5-(2-nitro-vinyl)-benzyloxy]-dimethyl-silane). Isolated yield 59.0%. RXN SMILES: C([SiH2][O:6][C:7](C)(C)[C:8]1[CH:9]=[C:10]([CH:13]=[CH:14][C:15]=1[Cl:16])[CH:11]=O)(C)(C)C.C([O-])(=O)C.[NH4+].[N+:24]([CH3:27])([O-:26])=[O:25].N1C=CN=C1.[CH3:33][C:34]([Si:37](Cl)([CH3:39])[CH3:38])([CH3:36])[CH3:35].[NH4+].[Cl-]>CC(O)=O>[C:34]([Si:37]([O:6][CH2:7][C:8]1[CH:9]=[C:10]([CH:11]=[CH:27][N+:24]([O-:26])=[O:25])[CH:13]=[CH:14][C:15]=1[Cl:16])([CH3:39])[CH3:38])([CH3:36])([CH3:35])[CH3:33] |f:1.2,6.7|. Reported procedure: A mixture of 3-(tert-butyl-dimethyl-silanyloxymethyl)-4-chloro-benzaldehyde (14.0 g, 49.1 mmol) and ammonium acetate (3.79 g, 49.1 mmol) in nitromethane (8.19 mL, 152 mmol) and AcOH (39 mL) was heated to reflux for 3 h. The mixture was allowed to cool to rt, and was poured onto water. The resulting mixture was extracted several times with EtOAc. The combined org. extracts were washed with water and aq. sat. NaHCO3 several times. The org. layer was dried over MgSO4, filtered, and the solvents wer... The reactants are C1(CC1)NC(=O)NC1=CC(=C(C=C1)OC1=C2C(=NC=C1)C=C(S2)C2=NC=C(C=C2)CNCCOC)F (1-cyclopropyl-3-(3-fluoro-4-(2-(5-((2-methoxyethylamino)methyl)pyridin-2-yl)thieno[3,2-b]pyridin-7-yloxy)phenyl)urea), C(=O)(OC(C)(C)C)N[C@@H](C(C)C)C(=O)O (N-Boc-valine), CCN(C(C)C)C(C)C (DIPEA). Run in CN(C)C=O (DMF), ClCCl (dichloromethane), FC(C(=O)O)(F)F (trifluoroacetic acid). Reaction conditions: time 3 hour. The product is N[C@@H](C(=O)N(CCOC)CC=1C=NC(=CC1)C1=CC2=NC=CC(=C2S1)OC1=C(C=C(C=C1)NC(=O)NC1CC1)F)C(C)C ((R)-2-amino-N-((6-(7-(4-(3-cyclopropylureido)-2-fluorophenoxy)thieno[3,2-b]pyridin-2-yl)pyridin-3-yl)methyl)-N-(2-methoxyethyl)-3-methylbutanamide). The yield is 31.2%. Reaction SMILES: [CH:1]1([NH:4][C:5]([NH:7][C:8]2[CH:13]=[CH:12][C:11]([O:14][C:15]3[CH:20]=[CH:19][N:18]=[C:17]4[CH:21]=[C:22]([C:24]5[CH:29]=[CH:28][C:27]([CH2:30][NH:31][CH2:32][CH2:33][O:34][CH3:35])=[CH:26][N:25]=5)[S:23][C:16]=34)=[C:10]([F:36])[CH:9]=2)=[O:6])[CH2:3][CH2:2]1.C([NH:44][C@H:45]([C:49](O)=[O:50])[CH:46]([CH3:48])[CH3:47])(OC(C)(C)C)=O.CCN(C(C)C)C(C)C>CN(C=O)C.ClCCl.FC(F)(F)C(O)=O>[NH2:44][C@H:45]([CH:46]([CH3:48])[CH3:47])[C:49]([N:31]([CH2:30][C:27]1[CH:26]=[N:25][C:24]([C:22]2[S:23][C:16]3[C:17](=[N:18][CH:19]=[CH:20][C:15]=3[O:14][C:11]3[CH:12]=[CH:13][C:8]([NH:7][C:5]([NH:4][CH:1]4[CH2:3][CH2:2]4)=[O:6])=[CH:9][C:10]=3[F:36])[CH:21]=2)=[CH:29][CH:28]=1)[CH2:32][CH2:33][O:34][CH3:35])=[O:50]. Procedure details: To a solution of 339 (48 mg, 0.095 mmol), N-Boc-valine (41 mg, 0.19 mmol), and DIPEA (0.083 mL, 0.47 mmol) in DMF (20 mL) was added HATE (90 mg, 0.236 mmol). The resulting solution was stirred at r.t. for 3 h. The reaction mixture was partitioned between ethyl acetate and water, washed with 1M HCl and brine, dried (MgSO4), filtered and concentrated to yield the crude, BOC-protected product. This material was dissolved in dichloromethane (75 mL) and trifluoroacetic acid (3 mL), and stirred at r.t... Starting materials: ClC1=CC=C(C=C1)[C@@]1(N=C(N([C@]1(C)C1=CC=C(C=C1)Cl)C(=O)N1CCN(CC1)CCCS(=O)(=O)C)C=1C(=CC(=C(C1)S(=O)(=O)NC(C)(C)C)Cl)OCC)C (5-{(4S,5R)-4,5-Bis-(4-chloro-phenyl)-1-[4-(3-methanesulfonyl-propyl)-piperazine-1-carbonyl]-4,5-dimethyl-4,5-dihydro-1H-imidazol-2-yl}-N-tert-butyl-2-chloro-4-ethoxy-benzenesulfonamide), N1(CCNCC1)CCO (2-piperazin-1-yl-ethanol). Yields the product ClC1=CC=C(C=C1)[C@@]1(N=C(N([C@]1(C)C1=CC=C(C=C1)Cl)C(=O)N1CCN(CC1)CCO)C=1C(=CC(=C(C1)S(=O)(=O)NC(C)(C)C)Cl)OCC)C (5-{(4S,5R)-4,5-Bis-(4-chlorophenyl)-1-[4-(2-hydroxyethyl)piperazine-1-carbonyl]-4,5-dimethyl-4,5-dihydro-1H-imidazol-2-yl}-N-tert-butyl-2-chloro-4-ethoxybenzenesulfonamide). Reaction SMILES: [Cl:1][C:2]1[CH:7]=[CH:6][C:5]([C@@:8]2([CH3:54])[C@:12]([C:14]3[CH:19]=[CH:18][C:17]([Cl:20])=[CH:16][CH:15]=3)([CH3:13])[N:11]([C:21]([N:23]3[CH2:28][CH2:27][N:26]([CH2:29][CH2:30]CS(C)(=O)=O)[CH2:25][CH2:24]3)=[O:22])[C:10]([C:36]3[C:37]([O:51][CH2:52][CH3:53])=[CH:38][C:39]([Cl:50])=[C:40]([S:42]([NH:45][C:46]([CH3:49])([CH3:48])[CH3:47])(=[O:44])=[O:43])[CH:41]=3)=[N:9]2)=[CH:4][CH:3]=1.N1(CC[OH:63])CCNCC1>>[Cl:1][C:2]1[CH:3]=[CH:4][C:5]([C@@:8]2([CH3:54])[C@:12]([C:14]3[CH:15]=[CH:16][C:17]([Cl:20])=[CH:18][CH:19]=3)([CH3:13])[N:11]([C:21]([N:23]3[CH2:24][CH2:25][N:26]([CH2:29][CH2:30][OH:63])[CH2:27][CH2:28]3)=[O:22])[C:10]([C:36]3[C:37]([O:51][CH2:52][CH3:53])=[CH:38][C:39]([Cl:50])=[C:40]([S:42]([NH:45][C:46]([CH3:49])([CH3:48])[CH3:47])(=[O:43])=[O:44])[CH:41]=3)=[N:9]2)=[CH:6][CH:7]=1. Procedure: In a manner analogous to the method described in example 5, rac-(4S*,5R*)-2-(5-tert-butylsulfamoyl-4-chloro-2-ethoxy-phenyl)-4,5-bis-(4-chloro-phenyl)-4,5-dimethyl-4,5-dihydro-imidazole-1-carbonyl chloride (example 45) was reacted with 2-piperazin-1-yl-ethanol (Chemical Dynamics) to give the title compound as a racemic mixture. The enantiomers were then separated by supercritical fluid chromatography (Berger Instrument Multi-Gram II, Daicel ChiralPak OD-H 3×25 cm, 35° C. at 100 bar, eluting with...